From a dataset of the Open Reaction Database (ORD), a public repository of structured organic reaction records. describe an organic reaction: reactants, conditions, products, and yield The reactants are CN1CC(=O)N=C1N (creatinine), C(C)(=O)OCC (ethyl acetate), C(CC)I (n-propyl iodide), CN1CC(=O)N=C1N (creatinine). Solvent: CN(C=O)C (dimethylformamide). Yields the product I.CN1C(N(C(C1)=O)CCC)=N (1-methyl-3-n-propyl-2-iminoimidazolidin-4-one hydroiodide). Yield: 46.8%. RXN SMILES: [CH3:1][N:2]1[C:7]([NH2:8])=[N:6][C:4](=[O:5])[CH2:3]1.[CH2:9]([I:12])[CH2:10][CH3:11].C(OCC)(=O)C>CN(C)C=O>[IH:12].[CH3:1][N:2]1[CH2:3][C:4](=[O:5])[N:6]([CH2:9][CH2:10][CH3:11])[C:7]1=[NH:8] |f:4.5|. Reported procedure: 9.04 g (80 mmol) of creatinine was suspended in 50 ml of dimethylformamide, and 17.0 g (100 mmol) of n-propyl iodide was added thereto. Then, the mixture was heated and stirred within a range of from 70° C. to 80° C. until creatinine was completely dissolved. The mixture was left to cool, and 500 ml of ethyl acetate was added thereto. Precipitated crystals were collected by filtration to obtain 10.6 g of 1-methyl-3-n-propyl-2-iminoimidazolidin-4-one hydroiodide.